Dataset: the Open Reaction Database (ORD), a public repository of structured organic reaction records. Task: describe an organic reaction: reactants, conditions, products, and yield Reactants: Cl (HCl), NC1(CCC1)C1=CC=C(C=C1)C1=C(OC2=CC=C(C=C2C1=O)F)C1=CC=CC=C1 (3-[4-(1-amino-cyclobutyl)-phenyl]-6-fluoro-2-phenyl-chromen-4-one), C(C)(C)(C)OC(NC1(CCC1)C1=CC=C(C=C1)C=1C(C2=CC=C3C(=C2OC1C1=CC=CC=C1)N(N=C3)CCO)=O)=O ((1-{4-[1-(2-hydroxy-ethyl)-6-oxo-8-phenyl-1,6-dihydro-9-oxa-1,2-diaza-cyclopenta[a]naphthalen-7-yl]-phenyl}-cyclobutyl)-carbamic acid tert-butyl ester), C(=O)(C(F)(F)F)O (TFA). Run in CO (MeOH), O (water). Product: Cl.NC1(CCC1)C1=CC=C(C=C1)C=1C(C2=CC=C3C(=C2OC1C1=CC=CC=C1)N(N=C3)CCO)=O (7-[4-(1-Amino-cyclobutyl)-phenyl]-1-(2-hydroxy-ethyl)-8-phenyl-1H-9-oxa-1,2-diaza-cyclopenta[a]naphthalen-6-one hydrochloride). Isolated yield 74.0%. As a reaction SMILES: NC1(C2C=CC(C3C(=O)C4C(=CC=C(F)C=4)OC=3C3C=CC=CC=3)=CC=2)CCC1.C(OC(=O)[NH:36][C:37]1([C:41]2[CH:46]=[CH:45][C:44]([C:47]3[C:48](=[O:69])[C:49]4[C:54]([O:55][C:56]=3[C:57]3[CH:62]=[CH:61][CH:60]=[CH:59][CH:58]=3)=[C:53]3[N:63]([CH2:66][CH2:67][OH:68])[N:64]=[CH:65][C:52]3=[CH:51][CH:50]=4)=[CH:43][CH:42]=2)[CH2:40][CH2:39][CH2:38]1)(C)(C)C.C(O)(C(F)(F)F)=O.[ClH:78]>CO.O>[ClH:78].[NH2:36][C:37]1([C:41]2[CH:42]=[CH:43][C:44]([C:47]3[C:48](=[O:69])[C:49]4[C:54]([O:55][C:56]=3[C:57]3[CH:62]=[CH:61][CH:60]=[CH:59][CH:58]=3)=[C:53]3[N:63]([CH2:66][CH2:67][OH:68])[N:64]=[CH:65][C:52]3=[CH:51][CH:50]=4)=[CH:45][CH:46]=2)[CH2:40][CH2:39][CH2:38]1 |f:6.7|. Reported procedure: Following the procedure used to prepare 3-[4-(1-amino-cyclobutyl)-phenyl]-6-fluoro-2-phenyl-chromen-4-one, (1-{4-[1-(2-hydroxy-ethyl)-6-oxo-8-phenyl-1,6-dihydro-9-oxa-1,2-diaza-cyclopenta[a]naphthalen-7-yl]-phenyl}-cyclobutyl)-carbamic acid tert-butyl ester was treated with TFA. The resultant free base was dissolved in a mixture of MeOH (2 mL), water (8 mL) and 1 M HCl (0.2 mL) and chromatographed on a 5 g C18 cartridge {gradient 20 to 60% MeOH in water+1 M HCl (60 μL in each 10 mL of eluent)} t... The product is O=c1c2cc(Br)ccc2ccc2ccc[n+]([O-])c12. As a reaction SMILES: [Br:1][c:2]1[cH:3][c:4]2[c:5]([cH:6][cH:7][c:8]3[c:9]([n:10][cH:11][cH:12][cH:13]3)[c:14]2=[O:15])[cH:16][cH:17]1.[CH3:29][C:30]#[N:31].[CH:32]([Cl:33])([Cl:34])[Cl:35].[Cl:18][c:19]1[cH:20][cH:21][cH:22][c:23]([C:24]([O:25][OH:27])=[O:26])[cH:28]1>>[Br:1][c:2]1[cH:3][c:4]2[c:5]([cH:6][cH:7][c:8]3[c:9]([n+:10]([O-:26])[cH:11][cH:12][cH:13]3)[c:14]2=[O:15])[cH:16][cH:17]1. The reactants are O=c1c2cc(Br)ccc2ccc2cccnc12, CC#N, ClC(Cl)Cl, O=C(OO)c1cccc(Cl)c1. The reactants are resultant mixture, C(C)(=O)OCC (ethyl acetate), NC=1C=C(C=CC1)C1NC2=CC=C(C=C2CC1(C)C)C(=O)[O-] (2-(3-aminophenyl)-3,3-dimethyl-1,2,3,4-tetrahydroquinoline-6-carboxylate), C(C)(C)N(C(C)C)CC (N,N-diisopropylethylamine), C(C)(=O)Cl (acetyl chloride). Solvent: petroleum ether, ClCCl (dichloromethane). Yields the product C(C)(=O)NC=1C=C(C=CC1)C1NC2=CC=C(C=C2CC1(C)C)C(=O)OC (methyl 2-(3-acetamidophenyl)-3,3-dimethyl-1,2,3,4-tetrahydroquinoline-6-carboxylate). Isolated yield 76.3%. RXN SMILES: [NH2:1][C:2]1[CH:3]=[C:4]([CH:8]2[C:17]([CH3:19])([CH3:18])[CH2:16][C:15]3[C:10](=[CH:11][CH:12]=[C:13]([C:20]([O-:22])=[O:21])[CH:14]=3)[NH:9]2)[CH:5]=[CH:6][CH:7]=1.[CH:23](N(CC)C(C)C)(C)C.[C:32](Cl)(=[O:34])[CH3:33].C(OCC)(=O)C>ClCCl>[C:32]([NH:1][C:2]1[CH:3]=[C:4]([CH:8]2[C:17]([CH3:18])([CH3:19])[CH2:16][C:15]3[C:10](=[CH:11][CH:12]=[C:13]([C:20]([O:22][CH3:23])=[O:21])[CH:14]=3)[NH:9]2)[CH:5]=[CH:6][CH:7]=1)(=[O:34])[CH3:33]. Procedure details: To a solution of 2-(3-aminophenyl)-3,3-dimethyl-1,2,3,4-tetrahydroquinoline-6-carboxylate (150 mg, 0.48 mmol) and N,N-diisopropylethylamine (0.16 mL, 0.97 mmol) in dichloromethane (10 mL) was added acetyl chloride (0.04 mL, 0.58 mmol) with ice cooling. The resultant mixture was kept 0° C. overnight. Thin layer chromatography (petroleum ether:ethyl acetate=3:1, Rf=0.4) showed the reaction was complete. Solvent was removed in vacuo and the residue was purified by Prep. Thin layer chromatography (p...